From a dataset of the Open Reaction Database (ORD), a public repository of structured organic reaction records. describe an organic reaction: reactants, conditions, products, and yield The reactants are B.O1CCCC1 (borane tetrahydrofuran), NC(CC(=O)O)C1=CC(=CC=C1)C(F)(F)F (3-amino-3-[3-(trifluoromethyl)phenyl]propanoic acid). Run at time 5 minute. The product is NC(CCO)C1=CC(=CC=C1)C(F)(F)F (3-Amino-3-[3-(trifluoromethyl)phenyl]propan-1-ol). RXN SMILES: B.O1CCCC1.[NH2:7][CH:8]([C:13]1[CH:18]=[CH:17][CH:16]=[C:15]([C:19]([F:22])([F:21])[F:20])[CH:14]=1)[CH2:9][C:10](O)=[O:11]>>[NH2:7][CH:8]([C:13]1[CH:18]=[CH:17][CH:16]=[C:15]([C:19]([F:20])([F:21])[F:22])[CH:14]=1)[CH2:9][CH2:10][OH:11] |f:0.1|. Procedure details: With ice cooling and under argon, 10.9 ml (10.94 mmol) of borane-tetrahydrofuran complex (1M in THF) were introduced. Then 850 mg (3.65 mmol) of 3-amino-3-[3-(trifluoromethyl)phenyl]propanoic acid were added. After 5 minutes, the cooling bath was removed and the mixture was stirred at RT overnight and for 4 h at reflux. After cooling to RT, pieces of ice were added until the evolution of gas came to an end. The mixture was rendered alkaline with 1M aqueous sodium hydroxide solution, diluted with... Reactants: C(C)(C)OC(=O)N=NC(=O)OC(C)C (azodicarboxylate diisopropyl ester), NC1=NC2=CC=CC=C2C=C1CC1=C(C=CC=C1OC)O (2-[(2-Aminoquinolin-3-yl)methyl]-3-methoxyphenol), C1(=CC=CC=C1)P(C1=CC=CC=C1)C1=CC=CC=C1 (triphenylphosphine), CO (methanol). Run in C1CCOC1 (THF), C1CCOC1 (THF), O (water). Reaction conditions: time 12 hour. Yields the product COC1=C(CC=2C(=NC3=CC=CC=C3C2)N)C(=CC=C1)OC (3-(2,6-Dimethoxybenzyl)quinolin-2-amine). RXN SMILES: [NH2:1][C:2]1[C:11]([CH2:12][C:13]2[C:18]([O:19][CH3:20])=[CH:17][CH:16]=[CH:15][C:14]=2[OH:21])=[CH:10][C:9]2[C:4](=[CH:5][CH:6]=[CH:7][CH:8]=2)[N:3]=1.[C:22]1(P(C2C=CC=CC=2)C2C=CC=CC=2)C=CC=CC=1.CO.C(OC(N=NC(OC(C)C)=O)=O)(C)C>C1COCC1.O>[CH3:20][O:19][C:18]1[CH:17]=[CH:16][CH:15]=[C:14]([O:21][CH3:22])[C:13]=1[CH2:12][C:11]1[C:2]([NH2:1])=[N:3][C:4]2[C:9]([CH:10]=1)=[CH:8][CH:7]=[CH:6][CH:5]=2. Procedure: 2-[(2-Aminoquinolin-3-yl)methyl]-3-methoxyphenol (40 mg, 0.14 mmol), triphenylphosphine (56 mg, 0.21 mmol) and methanol (7 μL, 0.22 mmol) were placed in THF (2 mL) at 10° C. and then mixed slowly with azodicarboxylate diisopropyl ester (44 mg, 0.22 mmol) in THF (1 mL). Then the mixture was stirred for 12 hours at room temperature. The batch was mixed with water and extracted with ethyl acetate. The combined organic phases were washed with water, dried (sodium sulfate) and concentrated. The crude... The reactants are acid chloride, C(CCCC)OC(CCCOC1=CC=C(C=C1)O)C (4-(4'-pentyloxypentyloxy)phenol), N1=CC=CC=C1 (pyridine), O (water). Run in C1(=CC=CC=C1)C (toluene). Reaction conditions: time 15 hour. The product is C(CCCCCCC)OC1=CC=C(C(=O)OC2=CC=C(C=C2)OCCCC(C)OCCCCC)C=C1 (4-(4'-pentyloxypentyloxy)phenyl 4-octyloxybenzoate). As a reaction SMILES: [CH2:1]([O:6][CH:7]([CH3:19])[CH2:8][CH2:9][CH2:10][O:11][C:12]1[CH:17]=[CH:16][C:15]([OH:18])=[CH:14][CH:13]=1)[CH2:2][CH2:3][CH2:4][CH3:5].[OH2:20].N1[CH:26]=[CH:25][CH:24]=[CH:23][CH:22]=1>C1(C)C=CC=CC=1>[CH2:22]([O:20][C:24]1[CH:23]=[CH:22][C:2]([C:1]([O:18][C:15]2[CH:14]=[CH:13][C:12]([O:11][CH2:10][CH2:9][CH2:8][CH:7]([O:6][CH2:1][CH2:2][CH2:3][CH2:4][CH3:5])[CH3:19])=[CH:17][CH:16]=2)=[O:6])=[CH:26][CH:25]=1)[CH2:23][CH2:24][CH2:25][CH2:26][CH2:3][CH2:4][CH3:5]. Procedure: Then, the acid chloride dissolved in toluene was dropped into a solution of 2.6 g of 4-(4'-pentyloxypentyloxy)phenol in 12 ml of pyridine at below 10° C. in 15 min. After the addition, the mixture was stirred at room temperature for 15 hours. After the reaction, the mixture was poured into cold water and extracted with ether. The ether layer was washed successively with 5%-hydrochloric acid, water, 5%-NaOH aqueous solution and water and dried with anhydrous Na2SO4. After distilling off the solve... Starting materials: C1COCCO1, CCOC(=O)C(CC)NC(=O)Cn1ncc(NC2CC3CC(C2C)C3(C)C)c(Cl)c1=O, Cl, [Na+], [OH-]. The product is CCC(NC(=O)Cn1ncc(NC2CC3CC(C2C)C3(C)C)c(Cl)c1=O)C(=O)O. As a reaction SMILES: [CH2:35]1[O:36][CH2:37][CH2:38][O:39][CH2:40]1.[Cl:1][c:2]1[c:3]([NH:21][CH:22]2[CH:23]([CH3:31])[CH:24]3[C:25]([CH3:29])([CH3:30])[CH:26]([CH2:27]2)[CH2:28]3)[cH:4][n:5][n:6]([CH2:9][C:10](=[O:11])[NH:12][CH:13]([C:14](=[O:15])[O:16][CH2:17][CH3:18])[CH2:19][CH3:20])[c:7]1=[O:8].[ClH:34].[Na+:33].[OH-:32]>>[Cl:1][c:2]1[c:3]([NH:21][CH:22]2[CH:23]([CH3:31])[CH:24]3[C:25]([CH3:29])([CH3:30])[CH:26]([CH2:27]2)[CH2:28]3)[cH:4][n:5][n:6]([CH2:9][C:10](=[O:11])[NH:12][CH:13]([C:14](=[O:15])[OH:16])[CH2:19][CH3:20])[c:7]1=[O:8].